describe an organic reaction: reactants, conditions, products, and yield From a dataset of the Open Reaction Database (ORD), a public repository of structured organic reaction records. Starting materials: COC(=O)c1ccc(-n2ncc(C(=O)OC(C)(C)C)c2SC2CCCC2)cc1, ClCCl, O=C(O)C(F)(F)F. Yields the product COC(=O)c1ccc(-n2ncc(C(=O)O)c2SC2CCCC2)cc1. Reaction SMILES: [CH:8]1([S:13][c:14]2[c:15]([C:29](=[O:30])[O:31][C:32]([CH3:33])([CH3:34])[CH3:35])[cH:16][n:17][n:18]2-[c:19]2[cH:20][cH:21][c:22]([C:25](=[O:26])[O:27][CH3:28])[cH:23][cH:24]2)[CH2:9][CH2:10][CH2:11][CH2:12]1.[Cl:36][CH2:37][Cl:38].[OH:1][C:2]([C:3]([F:4])([F:5])[F:6])=[O:7]>>[CH:8]1([S:13][c:14]2[c:15]([C:29](=[O:30])[OH:31])[cH:16][n:17][n:18]2-[c:19]2[cH:20][cH:21][c:22]([C:25](=[O:26])[O:27][CH3:28])[cH:23][cH:24]2)[CH2:9][CH2:10][CH2:11][CH2:12]1. The reactants are resultant mixture, OCC1=NC(=NC(=C1)C)O[C@H](C(=O)OC)C(C1=CC=CC=C1)(C1=CC=CC=C1)OC ((S)-Methyl 2-(4-(hydroxymethyl)-6-methylpyrimidin-2-yloxy)-3-methoxy-3,3-diphenylpropanoate), [OH-].[Na+] (sodium hydroxide). Solvent: CO (methanol), O (water). The product is OCC1=NC(=NC(=C1)C)O[C@H](C(=O)O)C(C1=CC=CC=C1)(C1=CC=CC=C1)OC ((S)-2-(4-(Hydroxymethyl)-6-methylpyrimidin-2-yloxy)-3-methoxy-3,3-diphenylpropanoic acid). Yield: 77.6%. As a reaction SMILES: [OH:1][CH2:2][C:3]1[CH:8]=[C:7]([CH3:9])[N:6]=[C:5]([O:10][C@@H:11]([C:16]([O:29][CH3:30])([C:23]2[CH:28]=[CH:27][CH:26]=[CH:25][CH:24]=2)[C:17]2[CH:22]=[CH:21][CH:20]=[CH:19][CH:18]=2)[C:12]([O:14]C)=[O:13])[N:4]=1.[OH-].[Na+]>CO.O>[OH:1][CH2:2][C:3]1[CH:8]=[C:7]([CH3:9])[N:6]=[C:5]([O:10][C@@H:11]([C:16]([O:29][CH3:30])([C:17]2[CH:22]=[CH:21][CH:20]=[CH:19][CH:18]=2)[C:23]2[CH:24]=[CH:25][CH:26]=[CH:27][CH:28]=2)[C:12]([OH:14])=[O:13])[N:4]=1 |f:1.2|. Procedure details: To a solution of the compound of Example 11 (0.8 g, 1.96 mmol) in methanol (10 mL) is added a solution of sodium hydroxide (0.392 g, 9.8 mmol) in water (5 mL) and the resultant mixture refluxed for 2 hr. The reaction is cooled to room temperature and the methanol is removed under reduced pressure on a rotary evaporator. The residual aqueous phase is washed with ether (2×10 mL), and then the pH of the aqueous phase is adjusted to 2-3 with 2N sulfuric acid and extracted with ethyl acetate (2×20 mL... Starting materials: CCO, CN(C)C=C1C(=O)N(c2cccc(Cl)c2)c2ccccc21, N. Yields the product NC=C1C(=O)N(c2cccc(Cl)c2)c2ccccc21. RXN SMILES: [CH3:23][CH2:24][OH:25].[Cl:1][c:2]1[cH:3][c:4]([N:8]2[C:9](=[O:21])[C:10](=[CH:17][N:18]([CH3:19])[CH3:20])[c:11]3[cH:12][cH:13][cH:14][cH:15][c:16]32)[cH:5][cH:6][cH:7]1.[NH3:22]>>[Cl:1][c:2]1[cH:3][c:4]([N:8]2[C:9](=[O:21])[C:10](=[CH:17][NH2:18])[c:11]3[cH:12][cH:13][cH:14][cH:15][c:16]32)[cH:5][cH:6][cH:7]1. The reactants are [Mn](=O)(=O)(=O)[O-].[K+] (potassium permanganate), CC1=C(C(=NC(=N1)N1CCNCC1)N1CCSCC1)[N+](=O)[O-] (6-methyl-5-nitro-2-piperazino-4-thiomorpholino-pyrimidine), O (water). Run in Cl (hydrochloric acid). Reaction conditions: temperature 5 celsius, time 1 hour. Product: CC1=C(C(=NC(=N1)N1CCNCC1)N1CCS(CC1)(=O)=O)[N+](=O)[O-] (6-Methyl-5-nitro-2-piperazino-4-(1,1-dioxido-thiomorpholino)-pyrimidine). RXN SMILES: [Mn]([O-])(=O)(=O)=[O:2].[K+].[CH3:7][C:8]1[N:13]=[C:12]([N:14]2[CH2:19][CH2:18][NH:17][CH2:16][CH2:15]2)[N:11]=[C:10]([N:20]2[CH2:25][CH2:24][S:23][CH2:22][CH2:21]2)[C:9]=1[N+:26]([O-:28])=[O:27].[OH2:29]>Cl>[CH3:7][C:8]1[N:13]=[C:12]([N:14]2[CH2:15][CH2:16][NH:17][CH2:18][CH2:19]2)[N:11]=[C:10]([N:20]2[CH2:21][CH2:22][S:23](=[O:2])(=[O:29])[CH2:24][CH2:25]2)[C:9]=1[N+:26]([O-:28])=[O:27] |f:0.1|. Reported procedure: A solution of 0.8 gm (0.005 mol) of potassium permanganate in 30 ml of water was slowly added dropwise to a solution of 1.6 gm (0.005 mol) of 6-methyl-5-nitro-2-piperazino-4-thiomorpholino-pyrimidine (m.p. 141°-142°C) in about 60 ml of 0.5 N hydrochloric acid at about 5°C. After stirring the reaction mixture for 1 hour at about 5°C, the precipitated manganese dioxide was removed by means of a sodium bisulfite solution. The reaction product was precipitated by addition of concentrated ammonia, wa... Conditions: temperature 120 celsius, time 2 hour. Procedure details: Potassium phosphate (0.017 g, 0.078 mmol) in water (0.10 mL) was added to a mixture of 8-(5-bromo-3-chloropyridin-2-yl)-2-(cis-4-hydroxycyclohexyl)-2,8-diazaspiro[4.5]decan-1-one (11.6 mg, 0.0262 mmol), 3-[(methylamino)carbonyl]phenylboronic acid (7.0 mg, 0.039 mmol) and tetrakis(triphenylphosphine)palladium(0) (0.9 mg, 0.0008 mmol) in 1,4-dioxane (0.78 mL). The resulting mixture was heated and stirred at 120° C. for 2 h. The mixture was diluted with ethyl acetate and washed with water and brine... As a reaction SMILES: P([O-])([O-])([O-])=O.[K+].[K+].[K+].Br[C:10]1[CH:11]=[C:12]([Cl:34])[C:13]([N:16]2[CH2:33][CH2:32][C:19]3([C:23](=[O:24])[N:22]([C@H:25]4[CH2:30][CH2:29][C@@H:28]([OH:31])[CH2:27][CH2:26]4)[CH2:21][CH2:20]3)[CH2:18][CH2:17]2)=[N:14][CH:15]=1.[CH3:35][NH:36][C:37]([C:39]1[CH:40]=[C:41](B(O)O)[CH:42]=[CH:43][CH:44]=1)=[O:38]>O.O1CCOCC1.C(OCC)(=O)C.C1C=CC([P]([Pd]([P](C2C=CC=CC=2)(C2C=CC=CC=2)C2C=CC=CC=2)([P](C2C=CC=CC=2)(C2C=CC=CC=2)C2C=CC=CC=2)[P](C2C=CC=CC=2)(C2C=CC=CC=2)C2C=CC=CC=2)(C2C=CC=CC=2)C2C=CC=CC=2)=CC=1>[Cl:34][C:12]1[CH:11]=[C:10]([C:43]2[CH:44]=[C:39]([CH:40]=[CH:41][CH:42]=2)[C:37]([NH:36][CH3:35])=[O:38])[CH:15]=[N:14][C:13]=1[N:16]1[CH2:33][CH2:32][C:19]2([C:23](=[O:24])[N:22]([C@H:25]3[CH2:30][CH2:29][C@@H:28]([OH:31])[CH2:27][CH2:26]3)[CH2:21][CH2:20]2)[CH2:18][CH2:17]1 |f:0.1.2.3,^1:64,66,85,104|. Yields the product ClC=1C=C(C=NC1N1CCC2(CCN(C2=O)[C@@H]2CC[C@@H](CC2)O)CC1)C=1C=C(C(=O)NC)C=CC1 (3-{5-Chloro-6-[2-(cis-4-hydroxycyclohexyl)-1-oxo-2,8-diazaspiro[4.5]dec-8-yl]pyridin-3-yl}-N-methylbenzamide). Solvent: O (water), O1CCOCC1 (1,4-dioxane), C(C)(=O)OCC (ethyl acetate). Reactants: P(=O)([O-])([O-])[O-].[K+].[K+].[K+] (Potassium phosphate), BrC=1C=C(C(=NC1)N1CCC2(CCN(C2=O)[C@@H]2CC[C@@H](CC2)O)CC1)Cl (8-(5-bromo-3-chloropyridin-2-yl)-2-(cis-4-hydroxycyclohexyl)-2,8-diazaspiro[4.5]decan-1-one), CNC(=O)C=1C=C(C=CC1)B(O)O (3-[(methylamino)carbonyl]phenylboronic acid). The reagents and catalysts are C=1C=CC(=CC1)[P](C=2C=CC=CC2)(C=3C=CC=CC3)[Pd]([P](C=4C=CC=CC4)(C=5C=CC=CC5)C=6C=CC=CC6)([P](C=7C=CC=CC7)(C=8C=CC=CC8)C=9C=CC=CC9)[P](C=1C=CC=CC1)(C=1C=CC=CC1)C=1C=CC=CC1 (tetrakis(triphenylphosphine)palladium(0)). Starting materials: BrCc1ccccc1, CN(C)C=O, O=[N+]([O-])c1ccc(O)cc1F, [H-], [Na+], O. Product: O=[N+]([O-])c1ccc(OCc2ccccc2)cc1F. RXN SMILES: [Br:14][CH2:15][c:16]1[cH:17][cH:18][cH:19][cH:20][cH:21]1.[CH3:23][N:24]([CH3:25])[CH:26]=[O:27].[F:1][c:2]1[cH:3][c:4]([OH:11])[cH:5][cH:6][c:7]1[N+:8](=[O:9])[O-:10].[H-:12].[Na+:13].[OH2:22]>>[F:1][c:2]1[cH:3][c:4]([O:11][CH2:15][c:16]2[cH:17][cH:18][cH:19][cH:20][cH:21]2)[cH:5][cH:6][c:7]1[N+:8](=[O:9])[O-:10].